Dataset: the Open Reaction Database (ORD), a public repository of structured organic reaction records. Task: describe an organic reaction: reactants, conditions, products, and yield Reactants: CC(C)(C)OC(=O)N1CCCC(NC(=O)C2CCC3CN2C(=O)N3OCc2ccccc2)CC1, CO. Yields the product CC(C)(C)OC(=O)N1CCCC(NC(=O)C2CCC3CN2C(=O)N3O)CC1. RXN SMILES: [CH2:1]([c:2]1[cH:3][cH:4][cH:5][cH:6][cH:7]1)[O:8][N:9]1[CH:10]2[CH2:11][CH2:12][CH:13]([C:18](=[O:19])[NH:20][CH:21]3[CH2:22][CH2:23][N:24]([C:28](=[O:29])[O:30][C:31]([CH3:32])([CH3:33])[CH3:34])[CH2:25][CH2:26][CH2:27]3)[N:14]([C:15]1=[O:16])[CH2:17]2.[CH3:35][OH:36]>>[OH:8][N:9]1[CH:10]2[CH2:11][CH2:12][CH:13]([C:18](=[O:19])[NH:20][CH:21]3[CH2:22][CH2:23][N:24]([C:28](=[O:29])[O:30][C:31]([CH3:32])([CH3:33])[CH3:34])[CH2:25][CH2:26][CH2:27]3)[N:14]([C:15]1=[O:16])[CH2:17]2. The reactants are OCC=1C(=C(C(=NC1)C)O)C=1NC=CN1 (5-(hydroxymethyl)-4-(1H-imidazol-2-yl)-2-methylpyridin-3-ol), S(=O)(Cl)Cl (thionyl chloride). Solvent: C1(=CC=CC=C1)C (toluene). Reaction conditions: temperature 0 celsius. The product is Cl.ClCC=1C(=C(C(=NC1)C)O)C=1NC=CN1 (5-(Chloromethyl)-4-(1H-imidazol-2-yl)-2-methyl-pyridin-3-ol hydrochloride). Reaction SMILES: O[CH2:2][C:3]1[C:4]([C:11]2[NH:12][CH:13]=[CH:14][N:15]=2)=[C:5]([OH:10])[C:6]([CH3:9])=[N:7][CH:8]=1.S(Cl)([Cl:18])=O>C1(C)C=CC=CC=1>[ClH:18].[Cl:18][CH2:2][C:3]1[C:4]([C:11]2[NH:12][CH:13]=[CH:14][N:15]=2)=[C:5]([OH:10])[C:6]([CH3:9])=[N:7][CH:8]=1 |f:3.4|. Procedure details: 5-(hydroxymethyl)-4-(1H-imidazol-2-yl)-2-methylpyridin-3-ol (5.1 g, 25 mmol) was suspended in toluene (100 mL) and thionyl chloride (25 mL) was added. The suspension was heated to reflux for 2 h, cooled to 0° C. and filtered. The title compound was obtained as brown solid (Purity by NMR: 70-80%) and was used without further purification in the next step. The reactants are ClCCCl, Cc1ccc(C(=O)O)c(C)c1, CN(C)c1ccncc1, CN(CC(C(=O)Nc1ccc2cnccc2c1)c1ccc(CO)cc1)C(=O)OC(C)(C)C, c1ccncc1. Yields the product Cc1ccc(C(=O)OCc2ccc(C(CN(C)C(=O)OC(C)(C)C)C(=O)Nc3ccc4cnccc4c3)cc2)c(C)c1. As a reaction SMILES: [CH2:33]([Cl:34])[CH2:35][Cl:36].[CH3:37][c:38]1[c:39]([C:40](=[O:41])[OH:42])[cH:43][cH:44][c:45]([CH3:47])[cH:46]1.[CH3:54][N:55]([c:56]1[cH:57][cH:58][n:59][cH:60][cH:61]1)[CH3:62].[OH:1][CH2:2][c:3]1[cH:4][cH:5][c:6]([CH:9]([CH2:10][N:11]([C:12]([O:13][C:14]([CH3:15])([CH3:16])[CH3:17])=[O:18])[CH3:19])[C:20](=[O:21])[NH:22][c:23]2[cH:24][c:25]3[cH:26][cH:27][n:28][cH:29][c:30]3[cH:31][cH:32]2)[cH:7][cH:8]1.[cH:48]1[cH:49][cH:50][n:51][cH:52][cH:53]1>>[O:1]([CH2:2][c:3]1[cH:4][cH:5][c:6]([CH:9]([CH2:10][N:11]([C:12]([O:13][C:14]([CH3:15])([CH3:16])[CH3:17])=[O:18])[CH3:19])[C:20](=[O:21])[NH:22][c:23]2[cH:24][c:25]3[cH:26][cH:27][n:28][cH:29][c:30]3[cH:31][cH:32]2)[cH:7][cH:8]1)[C:40]([c:39]1[c:38]([CH3:37])[cH:46][c:45]([CH3:47])[cH:44][cH:43]1)=[O:41]. The reactants are CS(=O)(=O)OC(C1=C(C=CC=C1)OC)C=1C=NC(=CC1)NC(=O)C1(CC1)C1=CC2=C(OCO2)C=C1 ((6-(1-(benzo[d][1,3]dioxol-5-yl)cyclopropanecarboxamido)pyridin-3-yl)(2-methoxyphenyl)methyl methanesulfonate), N1CCCCC1 (piperidine), O1COC2=C1C=CC(=C2)C2(CC2)C(=O)NC2=NC=C(C=C2)C(C2=C(C=CC=C2)OC)N(C)C (1-(benzo[d][1,3]dioxol-5-yl)-N-(5-((dimethylamino)(2-methoxyphenyl)methyl)pyridin-2-yl)cyclopropanecarboxamide). The product is O1COC2=C1C=CC(=C2)C2(CC2)C(=O)NC2=NC=C(C=C2)C(N2CCCCC2)C2=C(C=CC=C2)OC (1-(benzo[d][1,3]dioxol-5-yl)-N-(5-((2-methoxyphenyl)(piperidin-1-yl)methyl)pyridin-2-yl)cyclopropanecarboxamide). Reaction SMILES: CS(O[CH:6]([C:15]1[CH:16]=[N:17][C:18]([NH:21][C:22]([C:24]2([C:27]3[CH:35]=[CH:34][C:30]4[O:31][CH2:32][O:33][C:29]=4[CH:28]=3)[CH2:26][CH2:25]2)=[O:23])=[CH:19][CH:20]=1)[C:7]1[CH:12]=[CH:11][CH:10]=[CH:9][C:8]=1[O:13][CH3:14])(=O)=O.[NH:36]1[CH2:41][CH2:40][CH2:39][CH2:38][CH2:37]1.O1C2C=CC(C3(C(NC4C=CC(C(N(C)C)C5C=CC=CC=5OC)=CN=4)=O)CC3)=CC=2OC1>>[O:31]1[C:30]2[CH:34]=[CH:35][C:27]([C:24]3([C:22]([NH:21][C:18]4[CH:19]=[CH:20][C:15]([CH:6]([C:7]5[CH:12]=[CH:11][CH:10]=[CH:9][C:8]=5[O:13][CH3:14])[N:36]5[CH2:41][CH2:40][CH2:39][CH2:38][CH2:37]5)=[CH:16][N:17]=4)=[O:23])[CH2:25][CH2:26]3)=[CH:28][C:29]=2[O:33][CH2:32]1. Procedure details: 1-(benzo[d][1,3]dioxol-5-yl)-N-(5-((2-methoxyphenyl)(piperidin-1-yl)methyl)pyridin-2-yl)cyclopropanecarboxamide was prepared from (6-(1-(benzo[d][1,3]dioxol-5-yl)cyclopropanecarboxamido)pyridin-3-yl)(2-methoxyphenyl)methyl methanesulfonate and piperidine in a manner analogous to that of 1-(benzo[d][1,3]dioxol-5-yl)-N-(5-((dimethylamino)(2-methoxyphenyl)methyl)pyridin-2-yl)cyclopropanecarboxamide. Reaction SMILES: [Cl:40][CH2:41][Cl:42].[F:25][C:26]([F:27])([F:28])[S:29]([O:30][Si:31]([CH3:32])([CH3:33])[C:34]([CH3:35])([CH3:36])[CH3:37])(=[O:38])=[O:39].[NH2:1][c:2]1[n:3][c:4]([Cl:16])[cH:5][c:6](-[c:8]2[cH:9][c:10]([OH:15])[cH:11][cH:12][c:13]2[CH3:14])[n:7]1.[n:17]1[c:18]([CH3:19])[cH:20][cH:21][cH:22][c:23]1[CH3:24]>>[NH2:1][c:2]1[n:3][c:4]([Cl:16])[cH:5][c:6](-[c:8]2[cH:9][c:10]([O:15][Si:31]([CH3:32])([CH3:33])[C:34]([CH3:35])([CH3:36])[CH3:37])[cH:11][cH:12][c:13]2[CH3:14])[n:7]1. Starting materials: ClCCl, CC(C)(C)[Si](C)(C)OS(=O)(=O)C(F)(F)F, Cc1ccc(O)cc1-c1cc(Cl)nc(N)n1, Cc1cccc(C)n1. Yields the product Cc1ccc(O[Si](C)(C)C(C)(C)C)cc1-c1cc(Cl)nc(N)n1. Starting materials: O=C([O-])[O-], CS(=O)(=O)OS(C)(=O)=O, CCc1ccc(Cc2cc(C3(CCCO)OC(COCc4ccccc4)C(OCc4ccccc4)C(OCc4ccccc4)C3OCc3ccccc3)c(O)cc2Cl)cc1, ClCCl, [K+], [K+], CN(C)C=O, c1ccncc1. The product is CCc1ccc(Cc2cc3c(cc2Cl)OCCCC32OC(COCc3ccccc3)C(OCc3ccccc3)C(OCc3ccccc3)C2OCc2ccccc2)cc1. Reaction SMILES: [C:76](=[O:77])([O-:78])[O-:79].[CH3:67][S:68]([O:69][S:70]([CH3:71])(=[O:72])=[O:73])(=[O:74])=[O:75].[Cl:1][c:2]1[c:3]([CH2:52][c:53]2[cH:54][cH:55][c:56]([CH2:59][CH3:60])[cH:57][cH:58]2)[cH:4][c:5]([C:9]2([CH2:48][CH2:49][CH2:50][OH:51])[O:10][CH:11]([CH2:39][O:40][CH2:41][c:42]3[cH:43][cH:44][cH:45][cH:46][cH:47]3)[CH:12]([O:31][CH2:32][c:33]3[cH:34][cH:35][cH:36][cH:37][cH:38]3)[CH:13]([O:23][CH2:24][c:25]3[cH:26][cH:27][cH:28][cH:29][cH:30]3)[CH:14]2[O:15][CH2:16][c:17]2[cH:18][cH:19][cH:20][cH:21][cH:22]2)[c:6]([OH:8])[cH:7]1.[Cl:82][CH2:83][Cl:84].[K+:80].[K+:81].[O:85]=[CH:86][N:87]([CH3:88])[CH3:89].[cH:61]1[cH:62][cH:63][n:64][cH:65][cH:66]1>>[Cl:1][c:2]1[c:3]([CH2:52][c:53]2[cH:54][cH:55][c:56]([CH2:59][CH3:60])[cH:57][cH:58]2)[cH:4][c:5]2[c:6]([cH:7]1)[O:8][CH2:50][CH2:49][CH2:48][C:9]21[O:10][CH:11]([CH2:39][O:40][CH2:41][c:42]2[cH:43][cH:44][cH:45][cH:46][cH:47]2)[CH:12]([O:31][CH2:32][c:33]2[cH:34][cH:35][cH:36][cH:37][cH:38]2)[CH:13]([O:23][CH2:24][c:25]2[cH:26][cH:27][cH:28][cH:29][cH:30]2)[CH:14]1[O:15][CH2:16][c:17]1[cH:18][cH:19][cH:20][cH:21][cH:22]1. Reactants: C1(=CC(=CC=C1)C=1NC=CN1)C (2-m-tolylimidazole), C=O (formalin), C([O-])([O-])=O.[K+].[K+] (potassium carbonate). Reaction conditions: temperature 90 celsius. Product: C1(=CC(=CC=C1)C=1NC(=C(N1)CO)CO)C (2-m-tolyl-4,5-dihydroxymethyl imidazole), final product. Yield: 9.0%. As a reaction SMILES: [C:1]1([CH3:12])[CH:6]=[CH:5][CH:4]=[C:3]([C:7]2[NH:8][CH:9]=[CH:10][N:11]=2)[CH:2]=1.[CH2:13]=[O:14].[C:15](=[O:18])([O-])[O-].[K+].[K+]>>[C:1]1([CH3:12])[CH:6]=[CH:5][CH:4]=[C:3]([C:7]2[NH:11][C:10]([CH2:15][OH:18])=[C:9]([CH2:13][OH:14])[N:8]=2)[CH:2]=1 |f:2.3.4|. Reported procedure: A reaction vessel equipped with a stirrer and a reflux condenser was charged with 15.8 g (0.1 mole) of 2-m-tolylimidazole, 24 ml (0.3 mole) of 37% formalin and 2 g (0.015 mole) of potassium carbonate. They were heated at about 90° C. for 1 hour with stirring. The contents were cooled, and the crystals were collected by filtration. The crystals collected were boiled together with 50 ml of water, cooled, and again collected by filtration. The crystals so collected were then boiled together with 20... The reactants are CC=1C=C2CN(C(C2=CC1)=O)CC=CC1=CC=CC=C1 (5-Methyl-2-(phenyl-allyl)-2,3-dihydro-isoindol-1-one), C(C)O (ethanol), 9s. Solvent: CCCCCC.C(C)(=O)OCC (hexane ethyl acetate). Reaction conditions: temperature 80 celsius. The product is CC=1C=C2CNC(C2=CC1)=O (5-Methyl-2,3-dihydro-isoindol-1-one). Reaction SMILES: [CH3:1][C:2]1[CH:3]=[C:4]2[C:8](=[CH:9][CH:10]=1)[C:7](=[O:11])[N:6](CC=CC1C=CC=CC=1)[CH2:5]2.C(O)C>CCCCCC.C(OCC)(=O)C>[CH3:1][C:2]1[CH:3]=[C:4]2[C:8](=[CH:9][CH:10]=1)[C:7](=[O:11])[NH:6][CH2:5]2 |f:2.3|. Procedure: 5-Methyl-2-(phenyl-allyl)-2,3-dihydro-isoindol-1-one (3.64 g, 14.61 mmol) was taken up in a 50/50 mixture of ethanol-3M HCl (100 mL) and heated to 80° C. for 12 h. The reaction mixture was cooled and the ethanol was removed under reduced pressure. The aqueous layer was extracted three times with ethyl acetate and the combined organic layers were washed with water, brine and dried over anhydrous magnesium sulfate. The solution was filtered and the solvent removed under reduced pressure. The produ... The reactants are C=CCN(CCC(=O)OCC)C(=O)OC(C)(C)C, C=CCBr, C[Si](C)(C)[N-][Si](C)(C)C, [Li+], C1CCOC1. Product: C=CCC(CN(CC=C)C(=O)OC(C)(C)C)C(=O)OCC. Reaction SMILES: [C:1]([CH3:2])([CH3:3])([CH3:4])[O:5][C:6](=[O:7])[N:8]([CH2:9][CH2:10][C:11](=[O:12])[O:13][CH2:14][CH3:15])[CH2:16][CH:17]=[CH2:18].[CH2:29]([CH:30]=[CH2:31])[Br:32].[CH3:19][Si:20]([N-:21][Si:22]([CH3:23])([CH3:24])[CH3:25])([CH3:26])[CH3:27].[Li+:28].[O:33]1[CH2:34][CH2:35][CH2:36][CH2:37]1>>[C:1]([CH3:2])([CH3:3])([CH3:4])[O:5][C:6](=[O:7])[N:8]([CH2:9][CH:10]([C:11](=[O:12])[O:13][CH2:14][CH3:15])[CH2:31][CH:30]=[CH2:29])[CH2:16][CH:17]=[CH2:18]. Reactants: S1C(=NC=C1)CSCCN (2-(2-Thiazolylmethylthio)ethylamine), [N+](=O)([O-])NC1=NC=C(C(N1)=O)CC1=CC(=CC=C1)OC (2-nitroamino-5-(3-methoxybenzyl)-4-pyrimidone). Product: S1C(=NC=C1)CSCCNC1=NC=C(C(N1)=O)CC1=CC(=CC=C1)OC (2-[2-(2-thiazolylmethylthio)ethylamino]-5-(3-methoxybenzyl)-4-pyrimidone). Yield: 41.9%. RXN SMILES: [S:1]1[CH:5]=[CH:4][N:3]=[C:2]1[CH2:6][S:7][CH2:8][CH2:9][NH2:10].[N+](N[C:15]1[NH:20][C:19](=[O:21])[C:18]([CH2:22][C:23]2[CH:28]=[CH:27][CH:26]=[C:25]([O:29][CH3:30])[CH:24]=2)=[CH:17][N:16]=1)([O-])=O>>[S:1]1[CH:5]=[CH:4][N:3]=[C:2]1[CH2:6][S:7][CH2:8][CH2:9][NH:10][C:15]1[NH:20][C:19](=[O:21])[C:18]([CH2:22][C:23]2[CH:28]=[CH:27][CH:26]=[C:25]([O:29][CH3:30])[CH:24]=2)=[CH:17][N:16]=1. Reported procedure: 2-(2-Thiazolylmethylthio)ethylamine (2.00 g) and 2-nitroamino-5-(3-methoxybenzyl)-4-pyrimidone (1.58 g) were fused together at 130° for 4 hours. The mixture was triturated with hot water and the residue was recrystallised from 2-propanol to give 2-[2-(2-thiazolylmethylthio)ethylamino]-5-(3-methoxybenzyl)-4-pyrimidone (0.93 g), m.p. 122°-4°. A sample was treated with hydrogen chloride in ethanol and after recrystallision from isopropanol/methanol it had m.p. 104°-6° and gave analytical data corre...